From a dataset of the Open Reaction Database (ORD), a public repository of structured organic reaction records. describe an organic reaction: reactants, conditions, products, and yield Reactants: C1(=CC=CC=C1)C=1OC=C(N1)CCOC1=CC=C(C=C1)O (4-[2-(2-Phenyloxazol-4-yl)ethoxy]phenol), C([O-])([O-])=O.[Cs+].[Cs+] (cesium carbonate), BrC(C(=O)OCC)(C)C (ethyl 2-bromoisobutyrate). The solvent is CN(C)C=O (DMF). Conditions: time 24 hour. Yields the product CC(C(=O)OCC)(C)OC1=CC=C(C=C1)OCCC=1N=C(OC1)C1=CC=CC=C1 (2-methyl-2-{4-[2-(2-phenyloxazol-4-yl)ethoxy]phenoxy}propionic acid, ethyl ester). As a reaction SMILES: [C:1]1([C:7]2[O:8][CH:9]=[C:10]([CH2:12][CH2:13][O:14][C:15]3[CH:20]=[CH:19][C:18]([OH:21])=[CH:17][CH:16]=3)[N:11]=2)[CH:6]=[CH:5][CH:4]=[CH:3][CH:2]=1.C(=O)([O-])[O-].[Cs+].[Cs+].Br[C:29]([CH3:36])([CH3:35])[C:30]([O:32][CH2:33][CH3:34])=[O:31]>CN(C=O)C>[CH3:35][C:29]([O:21][C:18]1[CH:17]=[CH:16][C:15]([O:14][CH2:13][CH2:12][C:10]2[N:11]=[C:7]([C:1]3[CH:2]=[CH:3][CH:4]=[CH:5][CH:6]=3)[O:8][CH:9]=2)=[CH:20][CH:19]=1)([CH3:36])[C:30]([O:32][CH2:33][CH3:34])=[O:31] |f:1.2.3|. Reported procedure: 4-[2-(2-Phenyloxazol-4-yl)ethoxy]phenol (3.7 g, 13.0 mmol) and cesium carbonate (4.71 g, 14.5 mmol) were suspended in anhydrous DMF (100 mL) and treated with dropwise addition of ethyl 2-bromoisobutyrate (2.54 g, 13.0 mmol, 1.93 mL). The reaction mixture was stirred at ambient temperature for 24 h and then partitioned between ether (200 mL) and 1.0 N HCl (200 mL). The organic layer was washed with water (100 mL), dried over MgSO4 and concentrated to a brown oil, which was purified by gradient co... Reactants: ClC1=C(C=C2C(N(C(C2=C1)=O)C1CCN(CC1)CC1=CC=C(C=C1)Cl)=O)S(=O)(=O)N (6-Chloro-2-[1-[(4-chlorophenyl)methyl]-4-piperidinyl]-2,3-dihydro-1,3-dioxo-1H-isoindole-5-sulfonamide), O=C1NC(C2=CC=CC=C12)=O (1,3-dioxoisoindole), C(C)(=O)O (acetic acid), C(C)(=O)OCC (ethyl acetate), hydrochloride salt. Reagents/catalysts: [Zn] (zinc). Solvent: CO (methanol). Product: Cl.O=C1NCC2=CC=C(C=C12)S(=O)(=O)N (2,3-dihydro-3-oxo-1H-isoindole-5-sulfonamide hydrochloride), sesquihydrate. Reaction SMILES: [Cl:1][C:2]1[CH:10]=[C:9]2[C:5]([C:6](=[O:26])[N:7](C3CCN(CC4C=CC(Cl)=CC=4)CC3)[C:8]2=O)=[CH:4][C:3]=1[S:27]([NH2:30])(=[O:29])=[O:28].O=C1C2C(=CC=CC=2)C(=O)N1.C(O)(=O)C.C(OCC)(=O)C>CO.[Zn]>[ClH:1].[O:26]=[C:6]1[C:5]2[C:9](=[CH:10][CH:2]=[C:3]([S:27]([NH2:30])(=[O:28])=[O:29])[CH:4]=2)[CH2:8][NH:7]1 |f:6.7|. Reported procedure: Reduction of the above product (a) 1,3-dioxoisoindole (5.0 g., 0.0107 mole) with zinc and acetic acid according to the method of Example 1(c) and conversion of the free base (partially purified by trituration with ethyl acetate) to the hydrochloride salt in methanol afforded 6-chloro-2-[1-[(4-chloro-phenyl)-phenyl)methyl]-4-piperidinyl]-2,3-dihydro-3-oxo-1H-isoindole-5-sulfonamide hydrochloride as the sesquihydrate, m.p. 256°-260° (dec.). Starting materials: CO, CCCC(=O)C(Cl)C(=O)OCC, [H][H], O. The product is CCCC(O)C(Cl)C(=O)OCC. As a reaction SMILES: [CH3:13][OH:14].[Cl:1][CH:2]([C:3](=[O:4])[O:5][CH2:6][CH3:7])[C:8]([CH2:9][CH2:10][CH3:11])=[O:12].[H:15][H:16].[OH2:17]>>[Cl:1][CH:2]([C:3](=[O:4])[O:5][CH2:6][CH3:7])[CH:8]([CH2:9][CH2:10][CH3:11])[OH:12]. Reactants: CCS, CN(C)C=O, [H-], C=C(C)c1c(OC)cc(Cc2cnc(N)nc2N)cc1OC, [Na+]. The product is C=C(C)c1c(OC)cc(Cc2cnc(N)nc2N)cc1OCC. Reaction SMILES: [CH2:1]([CH3:2])[SH:3].[CH3:28][N:29]([CH3:30])[CH:31]=[O:32].[H-:4].[NH2:6][c:7]1[n:8][cH:9][c:10]([CH2:14][c:15]2[cH:16][c:17]([O:26][CH3:27])[c:18]([C:23](=[CH2:24])[CH3:25])[c:19]([O:21][CH3:22])[cH:20]2)[c:11]([NH2:13])[n:12]1.[Na+:5]>>[CH2:1]([CH3:2])[O:21][c:19]1[c:18]([C:23](=[CH2:24])[CH3:25])[c:17]([O:26][CH3:27])[cH:16][c:15]([CH2:14][c:10]2[cH:9][n:8][c:7]([NH2:6])[n:12][c:11]2[NH2:13])[cH:20]1. The reactants are NC1=C(C2=C(S1)CCCC2)C(=O)C2=CC=C(C=C2)OC ((2-amino-4,5,6,7-tetrahydro-benzo[b]thiophen-3-yl)-(4-methoxy-phenyl)-methanone), FC(C(CC(C)=O)=O)(F)F (1,1,1-trifluoro-pentane-2,4-dione). The reagents and catalysts are S(O)(O)(=O)=O (sulfuric acid). Run in C(C)(=O)O (acetic acid). Run at temperature 100 celsius, time 10 minute. The product is FC(C(=O)C=1C(=C2C(=NC1C)SC1=C2CCCC1)C1=CC=C(C=C1)OC)(F)F (2,2,2-trifluoro-1-[4-(4-methoxy-phenyl)-2-methyl-5,6,7,8-tetrahydro-benzo[4,5]thieno[2,3-b]pyridin-3-yl)-ethanone). Yield: 26.1%. RXN SMILES: [NH2:1][C:2]1[S:6][C:5]2[CH2:7][CH2:8][CH2:9][CH2:10][C:4]=2[C:3]=1[C:11]([C:13]1[CH:18]=[CH:17][C:16]([O:19][CH3:20])=[CH:15][CH:14]=1)=O.[F:21][C:22]([F:30])([F:29])[C:23](=[O:28])[CH2:24][C:25](=O)[CH3:26]>C(O)(=O)C.S(=O)(=O)(O)O>[F:21][C:22]([F:30])([F:29])[C:23]([C:24]1[C:11]([C:13]2[CH:18]=[CH:17][C:16]([O:19][CH3:20])=[CH:15][CH:14]=2)=[C:3]2[C:4]3[CH2:10][CH2:9][CH2:8][CH2:7][C:5]=3[S:6][C:2]2=[N:1][C:25]=1[CH3:26])=[O:28]. Procedure details: To a stirred solution of 50 mg (0.17 mmol) (2-amino-4,5,6,7-tetrahydro-benzo[b]thiophen-3-yl)-(4-methoxy-phenyl)-methanone in 1.5 ml acetic acid was added 0.021 ml (0.18 mmol) of 1,1,1-trifluoro-pentane-2,4-dione and one drop of sulfuric acid. The mixture was then stirred at 100° C. for 10 minutes in a microwave and then concentrated in vacuo. Flash chromatography (heptane/ethyl acetate 9:1) afforded 18 mg (25%) 2,2,2-trifluoro-1-[4-(4-methoxy-phenyl)-2-methyl-5,6,7,8-tetrahydro-benzo[4,5]thieno... The reactants are OC1=C(C(=O)OC)C=CC(=C1)OC(C1=CC=CC=C1)(C1=CC=CC=C1)C1=CC=CC=C1 (Methyl 2-hydroxy-4-(trityloxy)benzoate), C1(CC1)N (cyclopropylamine). The product is C1(CC1)NC(C1=C(C=C(C=C1)OC(C1=CC=CC=C1)(C1=CC=CC=C1)C1=CC=CC=C1)O)=O (N-Cyclopropyl-2-hydroxy-4-(trityloxy)benzamide). Reaction SMILES: [OH:1][C:2]1[CH:11]=[C:10]([O:12][C:13]([C:26]2[CH:31]=[CH:30][CH:29]=[CH:28][CH:27]=2)([C:20]2[CH:25]=[CH:24][CH:23]=[CH:22][CH:21]=2)[C:14]2[CH:19]=[CH:18][CH:17]=[CH:16][CH:15]=2)[CH:9]=[CH:8][C:3]=1[C:4](OC)=[O:5].[CH:32]1([NH2:35])[CH2:34][CH2:33]1>>[CH:32]1([NH:35][C:4](=[O:5])[C:3]2[CH:8]=[CH:9][C:10]([O:12][C:13]([C:14]3[CH:15]=[CH:16][CH:17]=[CH:18][CH:19]=3)([C:20]3[CH:25]=[CH:24][CH:23]=[CH:22][CH:21]=3)[C:26]3[CH:31]=[CH:30][CH:29]=[CH:28][CH:27]=3)=[CH:11][C:2]=2[OH:1])[CH2:34][CH2:33]1. Reported procedure: Methyl 2-hydroxy-4-(trityloxy)benzoate (340 mg, 0.83 mmol) was dissolved in cyclopropylamine (3 mL) and left at room temperature for a week. The volatiles were removed in vacuo and the residue was purified by silica gel flash chromatography (0-20% ethyl acetate in petroleum ether) to give the subtitled compound (210 mg). Reactants: C(C)(C)(C)OC(=O)N[C@H](C(=O)OC)CNC(=O)OC(C)(C)C (methyl (2S)-2,3-bis[(tert-butoxycarbonyl)amino]-propanoate), [Cl-].[Li+] (lithium chloride), C(C)(=O)O (Acetic acid), [BH4-].[Na+] (sodium borohydride). The solvent is C1CCOC1 (THF), C(C)O (Ethanol). Reaction conditions: time 18 hour. The product is OC[C@H](CNC(OC(C)(C)C)=O)NC(OC(C)(C)C)=O (di-tert-butyl [(2S)-3-hydroxypropane-1,2-diyl]biscarbamate). Yield: 72.3%. Reaction SMILES: [C:1]([O:5][C:6]([NH:8][C@@H:9]([CH2:14][NH:15][C:16]([O:18][C:19]([CH3:22])([CH3:21])[CH3:20])=[O:17])[C:10](OC)=[O:11])=[O:7])([CH3:4])([CH3:3])[CH3:2].[Cl-].[Li+].[BH4-].[Na+].C(O)(=O)C>C1COCC1.C(O)C>[OH:11][CH2:10][C@@H:9]([NH:8][C:6](=[O:7])[O:5][C:1]([CH3:4])([CH3:3])[CH3:2])[CH2:14][NH:15][C:16](=[O:17])[O:18][C:19]([CH3:21])([CH3:22])[CH3:20] |f:1.2,3.4|. Procedure: To a solution of methyl (2S)-2,3-bis[(tert-butoxycarbonyl)amino]-propanoate (3.57 g, 11.2 mmol) in THF (60 mL) at 0° C. was added lithium chloride (523 mg, 12.3 mmol) and then sodium borohydride (467 mg, 12.3 mmol) portionwise. Ethanol (30 mL) was added slowly. The reaction mixture was allowed to warm to rt and stirred for 18 h. Acetic acid (0.707 mL, 12.3 mmol) was added and the solvents were evaporated. The residue was purified by chromatography (SiO2, EtOAc/hexane) to yield the title compound... The product is C(=O)N1CC2=C(CCC1)C=CC=C2 (2-Formyl-2,3,4,5-tetrahydro-1H-2-benzazepine). Procedure: Acetic anhydride (20 ml) was added dropwise to formic acid (60 ml) at room temperature and after the mixture was stirred for 30 minutes, a solution of 2,3,4,5-tetrahydro 1H-2-benzazepine (10.71 g, 72.75 mmol) in ethyl acetate (5 ml) was added dropwise at room temperature. This mixture was stirred for 3 hours, after which it was diluted with ice-water and extracted with ethyl acetate. The extract was washed successively with water, aqueous solution of potassium carbonate (K2CO3), and saturated Na... Starting materials: C(C)(=O)OC(C)=O (Acetic anhydride), C(=O)O (formic acid), C1NCCCC2=C1C=CC=C2 (2,3,4,5-tetrahydro 1H-2-benzazepine). RXN SMILES: C(O[C:5](=[O:7])C)(=O)C.C(O)=O.[CH2:11]1[C:17]2[CH:18]=[CH:19][CH:20]=[CH:21][C:16]=2[CH2:15][CH2:14][CH2:13][NH:12]1>C(OCC)(=O)C>[CH:5]([N:12]1[CH2:13][CH2:14][CH2:15][C:16]2[CH:21]=[CH:20][CH:19]=[CH:18][C:17]=2[CH2:11]1)=[O:7]. Run in ice water, C(C)(=O)OCC (ethyl acetate). Conditions: time 30 minute. The reactants are C1(=CC=CC=C1)O (phenol), COC=1C=C(C=CC1OC)O (3,4-dimethoxyphenol), Cl.C(=O)(OCC)C1CNCCC1=O (3-carbethoxy-4-piperidone HCl), ice, [NH4+].[OH-] (NH4OH), OS(=O)(=O)O (H2SO4), C1(=CC=CC=C1)O (phenol). The solvent is C(Cl)(Cl)Cl (CHCl3). Yields the product Cl.COC1=CC2=C(C=C1OC)C1=C(CNCC1)C(O2)=O (1,2,3,4-Tetrahydro-8,9-dimethoxy-5H-[1]benzopyrano[3,4-c]pyridin-5-one Hydrochloride). Reaction SMILES: [CH3:1][O:2][C:3]1[CH:4]=[C:5]([OH:11])[CH:6]=[CH:7][C:8]=1[O:9][CH3:10].[ClH:12].[C:13]([CH:18]1[C:23](=O)[CH2:22][CH2:21][NH:20][CH2:19]1)(OCC)=[O:14].OS(O)(=O)=O.C1(O)C=CC=CC=1.[NH4+].[OH-]>C(Cl)(Cl)Cl>[ClH:12].[CH3:1][O:2][C:3]1[C:8]([O:9][CH3:10])=[CH:7][C:6]2[C:23]3[CH2:22][CH2:21][NH:20][CH2:19][C:18]=3[C:13](=[O:14])[O:11][C:5]=2[CH:4]=1 |f:1.2,5.6,8.9|. Reported procedure: A mixture of 46.0 g (0.3 m) of 3,4-dimethoxyphenol and 41.7 g (0.2 m) of 3-carbethoxy-4-piperidone HCl was cooled in an ice bath and treated with 100 cc of 73% v/v H2SO4 in 1/2 hr with stirring and protection from moisture. After stirring 4 days at room temperature the reaction was chilled and treated with an additional 24 g (0.156 m) of the phenol. After 5 days a second 24 g portion of the phenol was added. After stirring 6 days the reaction was treated with 150 g of ice and conc. NH4OH to pH 8...